This data is from the Open Reaction Database (ORD), a public repository of structured organic reaction records. The task is: describe an organic reaction: reactants, conditions, products, and yield Starting materials: O=C(Cl)c1ccccc1, Nc1nc2ccccc2s1, c1ccncc1. Yields the product O=C(Nc1nc2ccccc2s1)c1ccccc1. Reaction SMILES: [C:11]([c:12]1[cH:13][cH:14][cH:15][cH:16][cH:17]1)(=[O:18])[Cl:19].[NH2:1][c:2]1[s:3][c:4]2[c:5]([n:6]1)[cH:7][cH:8][cH:9][cH:10]2.[cH:20]1[cH:21][cH:22][n:23][cH:24][cH:25]1>>[NH:1]([c:2]1[s:3][c:4]2[c:5]([n:6]1)[cH:7][cH:8][cH:9][cH:10]2)[C:11]([c:12]1[cH:13][cH:14][cH:15][cH:16][cH:17]1)=[O:18]. Starting materials: [OH-].[K+] (potassium hydroxide), C(C1=CC=CC=C1)Br (benzyl bromide), NC=1C2=CC=C(C=C2N=C2CCCC(C12)=O)Cl (9-amino-6-chloro-3,4-dihydroacridin-1(2H)-one). Reagents/catalysts: S(=O)(=O)(O)[O-].C(CCC)[N+](CCCC)(CCCC)CCCC (tetrabutylammonium hydrogen sulfate). Run in C1(=CC=CC=C1)C (toluene), C1(=CC=CC=C1)C (toluene). Reaction conditions: time 1 hour. Yields the product C(C1=CC=CC=C1)NC=1C2=CC=C(C=C2N=C2CCCC(C12)=O)Cl (9-Benzylamino-6-chloro-3,4-dihydroacridin-1(2H)-one). As a reaction SMILES: [OH-].[K+].[NH2:3][C:4]1[C:5]2[C:10]([N:11]=[C:12]3[C:17]=1[C:16](=[O:18])[CH2:15][CH2:14][CH2:13]3)=[CH:9][C:8]([Cl:19])=[CH:7][CH:6]=2.[CH2:20](Br)[C:21]1[CH:26]=[CH:25][CH:24]=[CH:23][CH:22]=1>S([O-])(O)(=O)=O.C([N+](CCCC)(CCCC)CCCC)CCC.C1(C)C=CC=CC=1>[CH2:20]([NH:3][C:4]1[C:5]2[C:10]([N:11]=[C:12]3[C:17]=1[C:16](=[O:18])[CH2:15][CH2:14][CH2:13]3)=[CH:9][C:8]([Cl:19])=[CH:7][CH:6]=2)[C:21]1[CH:26]=[CH:25][CH:24]=[CH:23][CH:22]=1 |f:0.1,4.5|. Procedure details: In a biphasic solution comprised of 150 ml of toluene and 100 ml of 30% potassium hydroxide were added 3.00 g of 9-amino-6-chloro-3,4-dihydroacridin-1(2H)-one and 0.62 g of tetrabutylammonium hydrogen sulfate. The reaction was mechanically stirred and brought to reflux (b.p. 90° C.) with a steam bath. To the refluxing mixture was added a solution of 3.04 ml of benzyl bromide in 20 ml of toluene over 0.5 hour. Within 1 hour the reaction was complete by TLC. The toluene layer was separated and the...